This data is from the Open Reaction Database (ORD), a public repository of structured organic reaction records. The task is: describe an organic reaction: reactants, conditions, products, and yield Starting materials: Cc1ccc(NCc2ccccc2)c([N+](=O)[O-])c1, CC(=O)O, [Fe]. The product is Cc1ccc(NCc2ccccc2)c(N)c1. As a reaction SMILES: [CH2:1]([c:2]1[cH:3][cH:4][cH:5][cH:6][cH:7]1)[NH:8][c:9]1[c:10]([N+:16]([O-:17])=[O:18])[cH:11][c:12]([CH3:15])[cH:13][cH:14]1.[CH3:19][C:20](=[O:21])[OH:22].[Fe:23]>>[CH2:1]([c:2]1[cH:3][cH:4][cH:5][cH:6][cH:7]1)[NH:8][c:9]1[c:10]([NH2:16])[cH:11][c:12]([CH3:15])[cH:13][cH:14]1. Starting materials: C1(=CC=CC=C1)C (toluene), IC1=CC(=CC(=C1)C(F)(F)F)[N+](=O)[O-] (1-iodo-3-nitro-5-(trifluoromethyl)benzene), 2-dicyclohexyl-2′-(N,N-dimethylamino)biphenyl, CN1CCNCC1 (N-methylpiperazine), CC(C)([O-])C.[Na+] (sodium tert-butoxide). Reagents/catalysts: C=1C=CC(=CC1)/C=C/C(=O)/C=C/C2=CC=CC=C2.C=1C=CC(=CC1)/C=C/C(=O)/C=C/C2=CC=CC=C2.[Pd] (bis(dibenzylideneacetone)palladium). Run in C(C)(=O)OCC (ethyl acetate), O (water). Conditions: temperature 80 celsius, time 20 hour. Yields the product CN1CCN(CC1)C1=CC(=CC(=C1)C(F)(F)F)[N+](=O)[O-] (1-methyl-4-(3-nitro-5-(trifluoromethyl)phenyl)piperazine). RXN SMILES: I[C:2]1[CH:7]=[C:6]([C:8]([F:11])([F:10])[F:9])[CH:5]=[C:4]([N+:12]([O-:14])=[O:13])[CH:3]=1.[CH3:15][N:16]1[CH2:21][CH2:20][NH:19][CH2:18][CH2:17]1.CC(C)([O-])C.[Na+].C1(C)C=CC=CC=1>C1C=CC(/C=C/C(/C=C/C2C=CC=CC=2)=O)=CC=1.C1C=CC(/C=C/C(/C=C/C2C=CC=CC=2)=O)=CC=1.[Pd].C(OCC)(=O)C.O>[CH3:15][N:16]1[CH2:21][CH2:20][N:19]([C:2]2[CH:7]=[C:6]([C:8]([F:11])([F:10])[F:9])[CH:5]=[C:4]([N+:12]([O-:14])=[O:13])[CH:3]=2)[CH2:18][CH2:17]1 |f:2.3,5.6.7|. Procedure: Into a 50 mL round bottom flask was placed the 1-iodo-3-nitro-5-(trifluoromethyl)benzene (1 g, 3.15 mmol), N-methylpiperazine (0.379 g, 3.78 mmol), bis(dibenzylideneacetone)palladium (0.029 g, 0.0315 mmol), sodium tert-butoxide (0.424 g, 4.416 mmol), 2-dicyclohexyl-2′-(N,N-dimethylamino)biphenyl (0.037 g, 0.094 mmol), and toluene (25 mL). Reaction was heated to 80° C. with stirring for 20 hours. Reaction was cooled to room temperature and water (1 mL) and ethyl acetate (10 mL) were added. The or...